This data is from the Open Reaction Database (ORD), a public repository of structured organic reaction records. The task is: describe an organic reaction: reactants, conditions, products, and yield The reactants are Cl (HCl), N1=CC=CC=C1 (pyridine), C(C)(=O)OC(C)=O (acetic anhydride), C(C)(=O)OC(C)=O (Acetic anhydride), Cl.NC1=CC=C(C=C1)C1=NC2=C(N1C(C(=O)NC1CCCCC1)C1CCCCC1)C=CC=C2 (2-[2-(4-amino-phenyl)-benzoimidazol-1-yl]-2,N-dicyclohexyl-acetamide hydrogen chloride), N1=CC=CC=C1 (pyridine). Reaction SMILES: [C:1](OC(=O)C)(=[O:3])[CH3:2].Cl.[NH2:9][C:10]1[CH:15]=[CH:14][C:13]([C:16]2[N:20]([CH:21]([CH:31]3[CH2:36][CH2:35][CH2:34][CH2:33][CH2:32]3)[C:22]([NH:24][CH:25]3[CH2:30][CH2:29][CH2:28][CH2:27][CH2:26]3)=[O:23])[C:19]3[CH:37]=[CH:38][CH:39]=[CH:40][C:18]=3[N:17]=2)=[CH:12][CH:11]=1.N1C=CC=CC=1.Cl>ClCCl>[C:1]([NH:9][C:10]1[CH:15]=[CH:14][C:13]([C:16]2[N:20]([CH:21]([CH:31]3[CH2:32][CH2:33][CH2:34][CH2:35][CH2:36]3)[C:22]([NH:24][CH:25]3[CH2:30][CH2:29][CH2:28][CH2:27][CH2:26]3)=[O:23])[C:19]3[CH:37]=[CH:38][CH:39]=[CH:40][C:18]=3[N:17]=2)=[CH:12][CH:11]=1)(=[O:3])[CH3:2] |f:1.2|. Product: C(C)(=O)NC1=CC=C(C=C1)C1=NC2=C(N1C(C(=O)NC1CCCCC1)C1CCCCC1)C=CC=C2 (2-[2-(4-acetylamino-phenyl)-benzoimidazol-1-yl]-2,N-dicyclohexyl-acetamide). Reaction conditions: time 16 hour. Reported procedure: Acetic anhydride (175 mg, 1.71 mmol, 1.0 equiv.) was added to a solution of 2-[2-(4-amino-phenyl)-benzoimidazol-1-yl]-2,N-dicyclohexyl-acetamide hydrogen chloride (example 34) (74 mg, 1.71 mmol, 1.0 equiv.) and pyridine (13 mg, 1.71 mmol, 1.0 equiv.) in dichloromethane (2 mL). The reaction was stirred at room temperature for 16 hours then retreated with pyridine (13 mg, 1.71 mmol, 1.0 equiv.) and acetic anhydride (17 mg, 0.17 mmol, 0.1 equiv.) and stirred at room temperature for a further 24 hou... Run in ClCCl (dichloromethane). Starting materials: CCN(CC)C(=O)C(Br)c1ccccc1, O=Cc1ccc(N2CCNCC2)c(F)c1. Product: CCN(CC)C(=O)C(c1ccccc1)N1CCN(c2ccc(C=O)cc2F)CC1. As a reaction SMILES: [Br:16][CH:17]([C:18](=[O:19])[N:20]([CH2:21][CH3:22])[CH2:23][CH3:24])[c:25]1[cH:26][cH:27][cH:28][cH:29][cH:30]1.[F:1][c:2]1[cH:3][c:4]([CH:5]=[O:6])[cH:7][cH:8][c:9]1[N:10]1[CH2:11][CH2:12][NH:13][CH2:14][CH2:15]1>>[F:1][c:2]1[cH:3][c:4]([CH:5]=[O:6])[cH:7][cH:8][c:9]1[N:10]1[CH2:11][CH2:12][N:13]([CH:17]([C:18](=[O:19])[N:20]([CH2:21][CH3:22])[CH2:23][CH3:24])[c:25]2[cH:26][cH:27][cH:28][cH:29][cH:30]2)[CH2:14][CH2:15]1. The product is N#CCCCCNc1ccc(O)cc1. The reactants are O=C([O-])[O-], N#CCCCCN(C(=O)C(F)(F)F)c1ccc(O)cc1, CC(=O)O, CC(C)=O, CO, [K+], [K+], O. As a reaction SMILES: [C:1](=[O:2])([O-:3])[O-:4].[C:9](#[N:10])[CH2:11][CH2:12][CH2:13][CH2:14][N:15]([C:16](=[O:17])[C:18]([F:19])([F:20])[F:21])[c:22]1[cH:23][cH:24][c:25]([OH:28])[cH:26][cH:27]1.[CH3:29][C:30](=[O:31])[OH:32].[CH3:34][C:35](=[O:36])[CH3:37].[CH3:7][OH:8].[K+:5].[K+:6].[OH2:33]>>[C:9](#[N:10])[CH2:11][CH2:12][CH2:13][CH2:14][NH:15][c:22]1[cH:23][cH:24][c:25]([OH:28])[cH:26][cH:27]1. Reactants: O=C([O-])[O-], CCCCN, ClCCl, CN(C)C=O, O=C(Cl)C(=O)Cl, O=C(O)C1CCN(C(=O)c2ccc(F)cc2)CC1, [K+], [K+], O. The product is CCCCNC(=O)C1CCN(C(=O)c2ccc(F)cc2)CC1. RXN SMILES: [C:30](=[O:31])([O-:32])[O-:33].[CH2:25]([CH2:26][CH2:27][CH3:28])[NH2:29].[CH2:36]([Cl:37])[Cl:38].[CH3:40][N:41]([CH3:42])[CH:43]=[O:44].[Cl:19][C:20]([C:21]([Cl:22])=[O:23])=[O:24].[F:1][c:2]1[cH:3][cH:4][c:5]([C:6](=[O:7])[N:8]2[CH2:9][CH2:10][CH:11]([C:14](=[O:15])[OH:16])[CH2:12][CH2:13]2)[cH:17][cH:18]1.[K+:34].[K+:35].[OH2:39]>>[F:1][c:2]1[cH:3][cH:4][c:5]([C:6](=[O:7])[N:8]2[CH2:9][CH2:10][CH:11]([C:14](=[O:16])[NH:29][CH2:25][CH2:26][CH2:27][CH3:28])[CH2:12][CH2:13]2)[cH:17][cH:18]1. Reactants: O=c1c2ccc(Br)cc2nc2[nH]c3ccccc3n12, CCCCCCBr. Yields the product CCCCCCn1c2ccccc2n2c(=O)c3ccc(Br)cc3nc12. RXN SMILES: [Br:1][c:2]1[cH:3][cH:4][c:5]2[c:6](=[O:19])[n:7]3[c:8]([n:9][c:10]2[cH:11]1)[nH:12][c:13]1[c:14]3[cH:15][cH:16][cH:17][cH:18]1.[CH2:20]([CH2:21][CH2:22][CH2:23][CH2:24][CH3:25])[Br:26]>>[Br:1][c:2]1[cH:3][cH:4][c:5]2[c:6](=[O:19])[n:7]3[c:8]([n:9][c:10]2[cH:11]1)[n:12]([CH2:20][CH2:21][CH2:22][CH2:23][CH2:24][CH3:25])[c:13]1[c:14]3[cH:15][cH:16][cH:17][cH:18]1. The reactants are COc1ccc2c(c1)N(CCC1CCC(NC(=O)OC(C)(C)C)CC1)C(=O)CO2, N#Cc1ccc2ccc(=O)n(CCN3CCC(N)CC3)c2c1. Yields the product COc1ccc2c(c1)N(CCC1CCC(N)CC1)C(=O)CO2. Reaction SMILES: [CH3:1][O:2][c:3]1[cH:4][cH:5][c:6]2[c:7]([cH:29]1)[N:8]([CH2:13][CH2:14][CH:15]1[CH2:16][CH2:17][CH:18]([NH:21][C:22](=[O:23])[O:24][C:25]([CH3:26])([CH3:27])[CH3:28])[CH2:19][CH2:20]1)[C:9](=[O:12])[CH2:10][O:11]2.[NH2:30][CH:31]1[CH2:32][CH2:33][N:34]([CH2:35][CH2:36][n:37]2[c:38]3[c:39]([cH:40][cH:41][c:42]([C:43]#[N:44])[cH:45]3)[cH:46][cH:47][c:48]2=[O:49])[CH2:50][CH2:51]1>>[CH3:1][O:2][c:3]1[cH:4][cH:5][c:6]2[c:7]([cH:29]1)[N:8]([CH2:13][CH2:14][CH:15]1[CH2:16][CH2:17][CH:18]([NH2:21])[CH2:19][CH2:20]1)[C:9](=[O:12])[CH2:10][O:11]2. Reactants: N=1C=CN2C1C=CC=C2 (imidazo[1,2-a]pyridine), BrCC1=CC=CC=C1 (α-bromotoluene). Solvent: C(C)#N (acetonitrile). Yields the product [Br-].C(C1=CC=CC=C1)[N+]=1C=CN2C1C=CC=C2 (1-benzylimidazo[1,2-a]pyridinium bromide). RXN SMILES: [N:1]1[CH:2]=[CH:3][N:4]2[CH:9]=[CH:8][CH:7]=[CH:6][C:5]=12.[Br:10][CH2:11][C:12]1[CH:17]=[CH:16][CH:15]=[CH:14][CH:13]=1>C(#N)C>[Br-:10].[CH2:11]([N+:1]1[CH:2]=[CH:3][N:4]2[CH:9]=[CH:8][CH:7]=[CH:6][C:5]=12)[C:12]1[CH:17]=[CH:16][CH:15]=[CH:14][CH:13]=1 |f:3.4|. Procedure details: To 1.77 g. of imidazo[1,2-a]pyridine in 40 ml. of acetonitrile is added 3.42 g. of α-bromotoluene, and the resulting mixture heated to reflux overnight. The resulting solution is cooled, and the precipitated solids filtered. Recrystallization of the crude product from acetonitrile affords the pure product as a white solid, 2.33 g., m.p. 169°-171° C. Starting materials: CC(C)COC(=O)C(C)N, Cl, O=C(O)CCCCc1ccccc1. Yields the product CC(C)COC(=O)C(C)NC(=O)CCCCc1ccccc1. RXN SMILES: [CH2:15]([CH:16]([CH3:17])[CH3:18])[O:19][C:20]([CH:21]([NH2:22])[CH3:23])=[O:24].[ClH:14].[c:1]1([CH2:7][CH2:8][CH2:9][CH2:10][C:11](=[O:12])[OH:13])[cH:2][cH:3][cH:4][cH:5][cH:6]1>>[c:1]1([CH2:7][CH2:8][CH2:9][CH2:10][C:11](=[O:13])[NH:22][CH:21]([C:20]([O:19][CH2:15][CH:16]([CH3:17])[CH3:18])=[O:24])[CH3:23])[cH:2][cH:3][cH:4][cH:5][cH:6]1.